From a dataset of the Open Reaction Database (ORD), a public repository of structured organic reaction records. describe an organic reaction: reactants, conditions, products, and yield The reactants are [N+](=O)([O-])C=1C=C(C=CC(CC(=O)OCC2OCCC2)=O)C=CC1 (tetrahydrofuran-2-ylmethyl 3-nitrobenzylidenacetoacetate), O1C(CCC1)COC(\C=C(\C)/N)=O ((tetrahydrofuran-2-ylmethyl)-3-aminocrotonate), C(C)O (ethanol). Conditions: temperature -10 celsius, time 8 hour. Product: O1C(CCC1)COC(=O)C1=C(NC(=C(C1C1=CC(=CC=C1)[N+](=O)[O-])C(=O)OCC1OCCC1)C)C (2,6-Dimethyl-4-(3-nitrophenyl)-1,4-dihydropyridine-3,5-dicarboxylic acid 3,5-di(tetrahydrofuran-2-ylmethyl) ester). Yield: 80.0%. As a reaction SMILES: [N+:1]([C:4]1[CH:5]=[C:6](C=C[CH:23]=1)[CH:7]=[CH:8][C:9](=O)[CH2:10][C:11]([O:13][CH2:14][CH:15]1[CH2:19][CH2:18][CH2:17][O:16]1)=[O:12])([O-:3])=[O:2].[O:24]1[CH2:28][CH2:27][CH2:26][CH:25]1[CH2:29][O:30][C:31](=[O:36])/[CH:32]=[C:33](\[NH2:35])/[CH3:34].[CH2:37](O)[CH3:38]>>[O:16]1[CH2:17][CH2:18][CH2:19][CH:15]1[CH2:14][O:13][C:11]([C:10]1[CH:9]([C:8]2[CH:7]=[CH:6][CH:5]=[C:4]([N+:1]([O-:3])=[O:2])[CH:23]=2)[C:32]([C:31]([O:30][CH2:29][CH:25]2[CH2:26][CH2:27][CH2:28][O:24]2)=[O:36])=[C:33]([CH3:34])[NH:35][C:37]=1[CH3:38])=[O:12]. Procedure details: A solution of 15 g (0.05 mol) of tetrahydrofuran-2-ylmethyl 3-nitrobenzylidenacetoacetate and 8.7 g (0.05 mol) of (tetrahydrofuran-2-ylmethyl)-3-aminocrotonate in 50 ml of abs ethanol, was refluxed with stirring, in the absence of light, along 8 hours. The reaction mixture was then cooled to −10° C. A yellow soild (mp 122-3° C., EtAcO) was obtained with a yield of 80%. The reactants are B, CC(C)(C)OC(=O)NCCCNCCO, C1CCOC1, O. Product: CNCCCNCCO. Reaction SMILES: [BH3:16].[C:1]([O:2][C:6](=[O:3])[NH:7][CH2:8][CH2:9][CH2:10][NH:11][CH2:12][CH2:13][OH:14])([CH3:4])([CH3:5])[CH3:15].[CH2:18]1[O:19][CH2:20][CH2:21][CH2:22]1.[OH2:17]>>[CH3:6][NH:7][CH2:8][CH2:9][CH2:10][NH:11][CH2:12][CH2:13][OH:14]. Reactants: CC(C)(C)OC(=O)NC1(CO)CC1, CS(=O)(=O)O, CC1(C)CCC(C)(C)C1O, CC#N, [H-], [Na+], C1CCOC1. Yields the product CC(C)(C)OC(=O)NC1(COC2C(C)(C)CCC2(C)C)CC1. Reaction SMILES: [C:23](=[O:24])([O:25][C:26]([CH3:27])([CH3:28])[CH3:29])[NH:30][C:31]1([CH2:34][OH:35])[CH2:32][CH2:33]1.[CH3:18][S:19]([OH:20])(=[O:21])=[O:22].[CH3:1][C:2]1([CH3:10])[CH:3]([OH:9])[C:4]([CH3:7])([CH3:8])[CH2:5][CH2:6]1.[CH3:36][C:37]#[N:38].[H-:16].[Na+:17].[O:11]1[CH2:12][CH2:13][CH2:14][CH2:15]1>>[CH3:1][C:2]1([CH3:10])[CH:3]([O:9][CH2:34][C:31]2([NH:30][C:23](=[O:24])[O:25][C:26]([CH3:27])([CH3:28])[CH3:29])[CH2:32][CH2:33]2)[C:4]([CH3:7])([CH3:8])[CH2:5][CH2:6]1. The reactants are OC(CC=1C(=C(C(=CC1)CSCC1=CC=C(C=C1)OC)O)CSCC1=CC=C(C=C1)OC)(C)C (3-(2-Hydroxy-2-methylpropyl)-2,6-bis[(4-methoxybenzylsulfanyl)methyl]phenol). Run in CCO (EtOH), CCO (EtOH). Product: OC(CC=1C(=C(C(=CC1)C)O)C)(C)C (3-(2-Hydroxy-2-methylpropyl)-2,6-dimethylphenol). Isolated yield 83.5%. RXN SMILES: [OH:1][C:2]([CH3:34])([CH3:33])[CH2:3][C:4]1[C:5]([CH2:22]SCC2C=CC(OC)=CC=2)=[C:6]([OH:21])[C:7]([CH2:10]SCC2C=CC(OC)=CC=2)=[CH:8][CH:9]=1>CCO>[OH:1][C:2]([CH3:34])([CH3:33])[CH2:3][C:4]1[C:5]([CH3:22])=[C:6]([OH:21])[C:7]([CH3:10])=[CH:8][CH:9]=1. Procedure: Raney nickel (RaNi, ca. 20 g) is washed five times with water and twice with anhydrous EtOH. A slurry of this catalyst in EtOH is then added to a solution of bis(sulfide) 37 (3.01 g, 6.04 mmol) in EtOH (30 mL). The resulting mixture is heated at vigorous reflux under N2 for 2 h, then cooled. The supernatant is decanted, and the catalyst is washed successively with MeOH and EtOAc (2×). The decanted organic layers are combined and evaporated. The residue is purified by FC (10:1, CH2Cl2 /iPrOH) to ... The reactants are S(=S)(=O)([O-])[O-].[Na+].[Na+] (sodium thiosulphate), [Br-].[Br-].[Br-].C(CCC)[N+](CCCC)(CCCC)CCCC.C(CCC)[N+](CCCC)(CCCC)CCCC.C(CCC)[N+](CCCC)(CCCC)CCCC (tetra-n-butylammonium tribromide), C(C)(C)C1=C(C(=CC=C1)C(C)C)N (2,6-diisopropylphenyl-amine). The solvent is O1CCCC1 (tetrahydrofuran). Run at time 2 hour. The product is BrC1=CC(=C(C(=C1)C(C)C)N)C(C)C (4-bromo-2,6-diisopropylphenylamine), oil. Yield: 95.0%. RXN SMILES: [Br-:1].[Br-].[Br-].C([N+](CCCC)(CCCC)CCCC)CCC.C([N+](CCCC)(CCCC)CCCC)CCC.C([N+](CCCC)(CCCC)CCCC)CCC.[CH:55]([C:58]1[CH:63]=[CH:62][CH:61]=[C:60]([CH:64]([CH3:66])[CH3:65])[C:59]=1[NH2:67])([CH3:57])[CH3:56].S([O-])([O-])(=O)=S.[Na+].[Na+]>O1CCCC1>[Br:1][C:62]1[CH:63]=[C:58]([CH:55]([CH3:57])[CH3:56])[C:59]([NH2:67])=[C:60]([CH:64]([CH3:66])[CH3:65])[CH:61]=1 |f:0.1.2.3.4.5,7.8.9|. Reported procedure: 40.8 g (85 mmol) of tetra-n-butylammonium tribromide are added, at 0° C. and portionwise, to a solution of 15 g (85 mmol) of 2,6-diisopropylphenyl-amine in 200 ml of tetrahydrofuran. The medium is stirred for 2 h. It is then poured into a saturated aqueous solution of sodium thiosulphate and extracted with ethyl acetate. The organic phases are combined and washed with water. They are dried over sodium sulphate. The residue is purified by silica gel chromatography (80/20 heptane/ethyl acetate). 2... Starting materials: CC(C)O, Clc1cc(-n2c(Cl)nc3ccccc32)ncn1, N. Yields the product Nc1cc(-n2c(Cl)nc3ccccc32)ncn1. RXN SMILES: [CH3:19][CH:20]([OH:21])[CH3:22].[Cl:1][c:2]1[n:3][c:4]2[c:5]([n:6]1-[c:7]1[n:8][cH:9][n:10][c:11]([Cl:13])[cH:12]1)[cH:14][cH:15][cH:16][cH:17]2.[NH3:18]>>[Cl:1][c:2]1[n:3][c:4]2[c:5]([n:6]1-[c:7]1[n:8][cH:9][n:10][c:11]([NH2:18])[cH:12]1)[cH:14][cH:15][cH:16][cH:17]2.